The task is: describe an organic reaction: reactants, conditions, products, and yield. This data is from the Open Reaction Database (ORD), a public repository of structured organic reaction records. The reactants are Cl, O=N[O-], CC1(C)C=Cc2cc(N)c([N+](=O)[O-])cc2O1, [Na+], OP(O)P(O)O. Yields the product CC1(C)C=Cc2ccc([N+](=O)[O-])cc2O1. RXN SMILES: [ClH:21].[N:17]([O-:18])=[O:19].[NH2:1][c:2]1[c:3]([N+:14](=[O:15])[O-:16])[cH:4][c:5]2[c:6]([cH:13]1)[CH:7]=[CH:8][C:9]([CH3:11])([CH3:12])[O:10]2.[Na+:20].[P:22]([P:23]([OH:24])[OH:25])([OH:26])[OH:27]>>[cH:2]1[c:3]([N+:14](=[O:15])[O-:16])[cH:4][c:5]2[c:6]([cH:13]1)[CH:7]=[CH:8][C:9]([CH3:11])([CH3:12])[O:10]2. Reaction conditions: temperature 18 celsius. Procedure: A round bottomed flask was charged with a solution of paroxetine base (23.5 g) in toluene (50 ml), obtained directly from the base hydrolysis of the N-phenoxycarbonyl intermediate. The toluene was removed in vacuo to produce an oily residue. To this residue was added propan-2-ol (50 ml) and the mixture was warmed to ensure total dissolution of the paroxetine. The temperature of the solution was cooled to 18° C. and methanesulfonic acid (6.86 g) was added, then the solvents were removed at reduce... The solvent is CC(C)O (propan-2-ol). RXN SMILES: [CH:1]1[C:6]([C@H:7]2[C@H:12]([CH2:13][O:14][C:15]3[CH:16]=[CH:17][C:18]4[O:23][CH2:22][O:21][C:19]=4[CH:20]=3)[CH2:11][NH:10][CH2:9][CH2:8]2)=[CH:5][CH:4]=[C:3](F)[CH:2]=1.[CH3:25][S:26]([OH:29])(=[O:28])=[O:27]>CC(O)C>[CH3:25][S:26]([OH:29])(=[O:28])=[O:27].[CH2:8]1[C@@H:7]([C:6]2[CH:1]=[CH:2][CH:3]=[CH:4][CH:5]=2)[C@H:12]([CH2:13][O:14][C:15]2[CH:16]=[CH:17][C:18]3[O:23][CH2:22][O:21][C:19]=3[CH:20]=2)[CH2:11][NH:10][CH2:9]1 |f:3.4|. Yields the product CS(=O)(=O)O.C1CNC[C@H]([C@@H]1C2=CC=CC=C2)COC3=CC4=C(C=C3)OCO4 (paroxetine methanesulfonate). The reactants are C1=CC(=CC=C1[C@@H]2CCNC[C@H]2COC=3C=CC4=C(C3)OCO4)F (paroxetine), CS(=O)(=O)O (methanesulfonic acid). The reactants are CCCC(=NOCC)C1=C(O)CC(c2c(OC)nc(SC)nc2OC)CC1=O, CC(C)(C)C(=O)Cl, ClCCl. The product is CCCC(=NOCC)C1=C(OC(=O)C(C)(C)C)CC(c2c(OC)nc(SC)nc2OC)CC1=O. As a reaction SMILES: [CH2:1]([CH3:2])[O:3][N:4]=[C:5]([CH2:6][CH2:7][CH3:8])[C:9]1=[C:14]([OH:15])[CH2:13][CH:12]([c:16]2[c:17]([O:26][CH3:27])[n:18][c:19]([S:24][CH3:25])[n:20][c:21]2[O:22][CH3:23])[CH2:11][C:10]1=[O:28].[CH3:29][C:30]([C:31](=[O:32])[Cl:33])([CH3:34])[CH3:35].[Cl:36][CH2:37][Cl:38]>>[CH2:1]([CH3:2])[O:3][N:4]=[C:5]([CH2:6][CH2:7][CH3:8])[C:9]1=[C:14]([O:15][C:31]([C:30]([CH3:29])([CH3:34])[CH3:35])=[O:32])[CH2:13][CH:12]([c:16]2[c:17]([O:26][CH3:27])[n:18][c:19]([S:24][CH3:25])[n:20][c:21]2[O:22][CH3:23])[CH2:11][C:10]1=[O:28]. The reactants are COC(=O)C1Cc2c(ncn2Cc2ccc([N+](=O)[O-])c(C)c2)CN1, CO, CC#N, O, Oc1cccc2[nH]nnc12, O=C(O)C(c1ccccc1)c1ccccc1. Yields the product COC(=O)C1Cc2c(ncn2Cc2ccc([N+](=O)[O-])c(C)c2)CN1C(=O)C(c1ccccc1)c1ccccc1. Reaction SMILES: [CH3:28][O:29][C:30](=[O:31])[CH:32]1[CH2:33][c:34]2[c:35]([n:38][cH:39][n:40]2[CH2:41][c:42]2[cH:43][c:44]([CH3:51])[c:45]([N+:48](=[O:49])[O-:50])[cH:46][cH:47]2)[CH2:36][NH:37]1.[CH3:52][OH:53].[CH3:54][C:55]#[N:56].[OH2:1].[OH:2][c:3]1[c:4]2[n:5][n:6][nH:7][c:8]2[cH:9][cH:10][cH:11]1.[c:12]1([CH:18]([C:19](=[O:20])[OH:21])[c:22]2[cH:23][cH:24][cH:25][cH:26][cH:27]2)[cH:13][cH:14][cH:15][cH:16][cH:17]1>>[c:12]1([CH:18]([C:19](=[O:21])[N:37]2[CH:32]([C:30]([O:29][CH3:28])=[O:31])[CH2:33][c:34]3[c:35]([n:38][cH:39][n:40]3[CH2:41][c:42]3[cH:43][c:44]([CH3:51])[c:45]([N+:48](=[O:49])[O-:50])[cH:46][cH:47]3)[CH2:36]2)[c:22]2[cH:23][cH:24][cH:25][cH:26][cH:27]2)[cH:13][cH:14][cH:15][cH:16][cH:17]1.